Dataset: the Open Reaction Database (ORD), a public repository of structured organic reaction records. Task: describe an organic reaction: reactants, conditions, products, and yield Starting materials: C(C)OC(C(C)N1C(COC2=C1C=C(C=C2)C(C)=O)=O)=O (2-(6-acetyl-3-oxo-2,3-dihydro-benzo[1,4]oxazin-4-yl)-propionic acid ethyl ester), C(=O)(C(F)(F)F)OC(=O)C(F)(F)F (TFAA), NC(=O)N.OO (urea hydrogen peroxide), C(=O)(O)[O-].[Na+] (NaHCO3). Solvent: C(Cl)Cl (DCM), C(Cl)Cl (DCM). Run at time 10 minute. Yields the product C(C)OC(C(C)N1C(COC2=C1C=C(C=C2)OC(C)=O)=O)=O (2-(6-acetoxy-3-oxo-2,3-dihydro-benzo[1,4]oxazin-4-yl)-propionic acid ethyl ester). Reported procedure: To a suspension of urea-hydrogen peroxide (5.93 g, 63 mmol) and NaHCO3 (5.93 g, 63 mmol) in DCM (60 mL) at 0° C. was added 2-(6-acetyl-3-oxo-2,3-dihydro-benzo[1,4]oxazin-4-yl)-propionic acid ethyl ester (6.14 g, 21 mmol). The reaction mixture was stirred for 10 min and TFAA (5.84 mL, 42 mmol) was added dropwise. The reaction mixture was stirred at 0° C. for 1 h and then 3 days at ambient temperature. The reaction mixture was diluted with DCM (60 mL), quenched with saturated Na2S2O3 solution (30 ... As a reaction SMILES: NC(N)=O.OO.C([O-])(O)=O.[Na+].[CH2:12]([O:14][C:15](=[O:32])[CH:16]([N:18]1[C:23]2[CH:24]=[C:25](C(=O)C)[CH:26]=[CH:27][C:22]=2[O:21][CH2:20][C:19]1=[O:31])[CH3:17])[CH3:13].[C:33]([O:39]C(C(F)(F)F)=O)([C:35](F)(F)F)=[O:34]>C(Cl)Cl>[CH2:12]([O:14][C:15](=[O:32])[CH:16]([N:18]1[C:23]2[CH:24]=[C:25]([O:39][C:33](=[O:34])[CH3:35])[CH:26]=[CH:27][C:22]=2[O:21][CH2:20][C:19]1=[O:31])[CH3:17])[CH3:13] |f:0.1,2.3|. Starting materials: BrC=1SC(=C(N1)C)C(=O)OCC (ethyl 2-bromo-4-methylthiazole-5-carboxylate), C(C)(C)N(C(C)C)CC (N,N-diisopropylethylamine), C[Si](C)(C)C#C (trimethylsilylacetylene). The reagents and catalysts are [Cu]I (copper(I) iodide), Cl[Pd]([P](C1=CC=CC=C1)(C2=CC=CC=C2)C3=CC=CC=C3)([P](C4=CC=CC=C4)(C5=CC=CC=C5)C6=CC=CC=C6)Cl (dichlorobis(triphenylphosphine)palladium(II)). Run in C1(=CC=CC=C1)C (toluene). Conditions: temperature 40 celsius. Product: C(#C)C=1SC(=C(N1)C)C(=O)OCC (ethyl 2-ethynyl-4-methylthiazole-5-carboxylate). Yield: 79.4%. Reaction SMILES: Br[C:2]1[S:3][C:4]([C:8]([O:10][CH2:11][CH3:12])=[O:9])=[C:5]([CH3:7])[N:6]=1.[CH:13](N(CC)C(C)C)(C)[CH3:14].C[Si](C#C)(C)C>C1(C)C=CC=CC=1.[Cu]I.Cl[Pd](Cl)([P](C1C=CC=CC=1)(C1C=CC=CC=1)C1C=CC=CC=1)[P](C1C=CC=CC=1)(C1C=CC=CC=1)C1C=CC=CC=1>[C:13]([C:2]1[S:3][C:4]([C:8]([O:10][CH2:11][CH3:12])=[O:9])=[C:5]([CH3:7])[N:6]=1)#[CH:14] |^1:39,58|. Procedure: To a solution of ethyl 2-bromo-4-methylthiazole-5-carboxylate (0.50 g, 2.00 mmol) in anhydrous toluene (5 mL) was added copper(I) iodide (0.008 g, 0.040 mmol), dichlorobis(triphenylphosphine)palladium(II) (0.028 g, 0.040 mmol) and N,N-diisopropylethylamine (0.52 mL, 3.00 mmol). The reaction mixture was degassed and the reaction flask was flashed and filled with nitrogen followed by the addition of trimethylsilylacetylene (0.42 mL, 3.00 mmol). The reaction mixture was heated at 40° C. for 5 hours... Starting materials: C1(=CC=C(C=C1)C(=O)Cl)C (p-toluoyl chloride), [Cl-].[Al+3].[Cl-].[Cl-] (aluminum chloride). Solvent: ClC1=CC=CC=C1 (chlorobenzene). Conditions: temperature 80 celsius, time 15 hour. The product is ClC1=CC=C(C(=O)C2=CC=C(C=C2)C)C=C1 (4-(4-chlorobenzoyl) toluene). Yield: 101.4%. Reaction SMILES: [C:1]1([CH3:10])[CH:6]=[CH:5][C:4]([C:7](Cl)=[O:8])=[CH:3][CH:2]=1.[Cl-:11].[Al+3].[Cl-].[Cl-]>ClC1C=CC=CC=1>[Cl:11][C:1]1[CH:6]=[CH:5][C:4]([C:7]([C:4]2[CH:5]=[CH:6][C:1]([CH3:10])=[CH:2][CH:3]=2)=[O:8])=[CH:3][CH:2]=1 |f:1.2.3.4|. Procedure details: An 80° C. stirred solution of p-toluoyl chloride (10.0 g, 64.7 mmol) in chlorobenzene (15 ml) was treated in portions with aluminum chloride (8.63 g, 64.7 mmol) over 20 minutes. The mixture was stirred 15 hours at 80° C., cooled, and quenched by addition of ice-water and concentrated hydrochloric acid (10 ml). The mixture was extracted twice with diethyl ether and once with a small volume of dichloromethane. The combined extracts were washed with water, 10% (w/v) aqueous sodium hydroxide, and wa... Reactants: [OH-].[K+] (Potassium hydroxide), COC=1C=C2CCC(C2=CC1)=O (5-methoxy-1-indanone), C(CCC)=O (butyraldehyde). Reagents/catalysts: [Pd] (palladium on activated carbon). The solvent is C(C)O (ethanol). Conditions: time 2 hour. Product: C(CCC)C1C(C2=CC=C(C=C2C1)OC)=O (2-butyl-5-methoxy-1-indanone). The yield is 104.1%. As a reaction SMILES: [OH-].[K+].[CH3:3][O:4][C:5]1[CH:6]=[C:7]2[C:11](=[CH:12][CH:13]=1)[C:10](=[O:14])[CH2:9][CH2:8]2.[CH:15](=O)[CH2:16][CH2:17][CH3:18]>[Pd].C(O)C>[CH2:15]([CH:9]1[CH2:8][C:7]2[C:11](=[CH:12][CH:13]=[C:5]([O:4][CH3:3])[CH:6]=2)[C:10]1=[O:14])[CH2:16][CH2:17][CH3:18] |f:0.1|. Reported procedure: Potassium hydroxide (0.44 g, 85% weight pure, 6.67 mmol) and 10% palladium on activated carbon (0.42 g) were added to a mixture of 5-methoxy-1-indanone (5.0 g, 30.8 mmol) and butyraldehyde (3.3 mL, 37 mmol) in ethanol (30 mL). The resulting mixture was stirred under an atmosphere of hydrogen at room temperature for 2 hours. The mixture was filtered and the filtrate evaporated under vacuum. The residue was partitioned between EtOAc (200 mL) and water (200 mL) containing 2N HCl (5 mL). The organic...